From a dataset of the Open Reaction Database (ORD), a public repository of structured organic reaction records. describe an organic reaction: reactants, conditions, products, and yield The product is Nc1cc(Cl)c(Oc2nc3c(Cl)cccc3s2)c(Cl)c1. The reactants are CS(C)=O, CCOC(C)=O, Clc1nc2c(Cl)cccc2s1, [K+], [K+], Nc1cc(Cl)c(O)c(Cl)c1, O=C([O-])[O-]. As a reaction SMILES: [CH3:28][S:29]([CH3:30])=[O:31].[CH3:32][CH2:33][O:34][C:35]([CH3:36])=[O:37].[Cl:1][c:2]1[s:3][c:4]2[c:5]([n:6]1)[c:7]([Cl:11])[cH:8][cH:9][cH:10]2.[K+:22].[K+:23].[NH2:12][c:13]1[cH:14][c:15]([Cl:21])[c:16]([OH:20])[c:17]([Cl:19])[cH:18]1.[O-:24][C:25]([O-:26])=[O:27]>>[c:2]1([O:20][c:16]2[c:15]([Cl:21])[cH:14][c:13]([NH2:12])[cH:18][c:17]2[Cl:19])[s:3][c:4]2[c:5]([n:6]1)[c:7]([Cl:11])[cH:8][cH:9][cH:10]2. Starting materials: ClC1=C(C(=O)N)C=CC(=C1)F (2-chloro-4-fluorobenzamide), ClC=1C=C(C=CC1OC(C(F)Cl)(F)F)N=C=O (3-chloro-4-(2-chloro-1,1,2-trifluoroethoxy)-phenyl isocyanate). The reagents and catalysts are C(CCCCCCCCCCC)(=O)[O-].C(CCCCCCCCCCC)(=O)[O-].C(CCC)[Sn+2]CCCC (dibutyl-tin dilaurate). The solvent is CO (methanol). Product: ClC1=C(C(=O)NC(=O)NC2=CC(=C(C=C2)OC(C(F)Cl)(F)F)Cl)C=CC(=C1)F (1-(2-chloro-4-fluoro-benzoyl)-3-(3-chloro-4-(2-chloro-1,1,2-trifluoro-ethoxy)-phenyl)-urea). The yield is 78.3%. Reaction SMILES: [Cl:1][C:2]1[CH:10]=[C:9]([F:11])[CH:8]=[CH:7][C:3]=1[C:4]([NH2:6])=[O:5].[Cl:12][C:13]1[CH:14]=[C:15]([N:26]=[C:27]=[O:28])[CH:16]=[CH:17][C:18]=1[O:19][C:20]([F:25])([F:24])[CH:21]([Cl:23])[F:22]>C([O-])(=O)CCCCCCCCCCC.C([O-])(=O)CCCCCCCCCCC.C([Sn+2]CCCC)CCC.CO>[Cl:1][C:2]1[CH:10]=[C:9]([F:11])[CH:8]=[CH:7][C:3]=1[C:4]([NH:6][C:27]([NH:26][C:15]1[CH:16]=[CH:17][C:18]([O:19][C:20]([F:24])([F:25])[CH:21]([Cl:23])[F:22])=[C:13]([Cl:12])[CH:14]=1)=[O:28])=[O:5] |f:2.3.4|. Procedure: 3.47 g (0.02 mol) of 2-chloro-4-fluorobenzamide and 7.2 g (0.022 mol) of 3-chloro-4-(2-chloro-1,1,2-trifluoroethoxy)-phenyl isocyanate are melted for two hours at 180° C., in the presence of one drop of dibutyl-tin dilaurate. After the mixture has been cooled, the solid product is comminuted in hot methanol, and the product is filtered off under suction and dried. 7.2 g (76.5% of theory) of 1-(2-chloro-4-fluoro-benzoyl)-3-(3-chloro-4-(2-chloro-1,1,2-trifluoro-ethoxy)-phenyl)-urea of melting poin... Starting materials: Cl (HCl), IC1=CC=CC=C1 (iodobenzene), bis(triphenylphosphine)palladium (II)chloride, C(C)(C)(C)[Li] (T-butyllithium), CC1=C(C(=CC(=C1)Br)C)OC (2,6-dimethyl-4-bromo-methoxybenzene). The reagents and catalysts are [Cl-].[Zn+2].[Cl-] (zinc chloride). Solvent: C1CCOC1 (THF), C1CCOC1 (THF), C1CCOC1 (THF). Reaction conditions: time 1 hour. Yields the product CC1=C(C(=CC(=C1)C1=CC=CC=C1)C)OC (2,6-dimethyl-4-phenyl-methoxybenzene). Isolated yield 85.3%. Reaction SMILES: C([Li])(C)(C)C.[CH3:6][C:7]1[CH:12]=[C:11](Br)[CH:10]=[C:9]([CH3:14])[C:8]=1[O:15][CH3:16].I[C:18]1[CH:23]=[CH:22][CH:21]=[CH:20][CH:19]=1.Cl>C1COCC1.[Cl-].[Zn+2].[Cl-]>[CH3:6][C:7]1[CH:12]=[C:11]([C:18]2[CH:23]=[CH:22][CH:21]=[CH:20][CH:19]=2)[CH:10]=[C:9]([CH3:14])[C:8]=1[O:15][CH3:16] |f:5.6.7|. Procedure: T-butyllithium (1.3M in pentane, 17.9 ml, 23.2 mmol) was added slowly to a solution of 2,6-dimethyl-4-bromo-methoxybenzene (2.5 g, 11.6 mmol) in anhydrous THF (50 ml) at −78° C. under an atmosphere of argon, then after 1 hour a solution of anhydrous zinc chloride (1.6 g, 11.7 mmol) in THF (40 ml) was added by cannula and the clear solution allowed to warm to room temperature and stir for 1 hr. This solution was then added by cannula to iodobenzene (2.37 g, 11.6 mmol) and bis(triphenylphosphine)p... Reactants: CCCCS, CCCCSCCCC, CCCCSC, COc1ccc2cc(C(=O)CCCCC(=O)O)ccc2c1, [H-], [Na+], CN(C)C=O, O. Product: O=C(O)CCCCC(=O)c1ccc2cc(O)ccc2c1. As a reaction SMILES: [CH2:12]([SH:13])[CH2:14][CH2:15][CH3:16].[CH2:1]([S:2][CH2:3][CH2:4][CH2:5][CH3:6])[CH2:7][CH2:8][CH3:9].[CH2:38]([S:39][CH3:40])[CH2:41][CH2:42][CH3:43].[CH3:17][O:18][c:19]1[cH:20][c:21]2[cH:22][cH:23][c:24]([C:29]([CH2:30][CH2:31][CH2:32][CH2:33][C:34](=[O:35])[OH:36])=[O:37])[cH:25][c:26]2[cH:27][cH:28]1.[H-:11].[Na+:10].[O:44]=[CH:45][N:46]([CH3:47])[CH3:48].[OH2:49]>>[OH:18][c:19]1[cH:20][c:21]2[cH:22][cH:23][c:24]([C:29]([CH2:30][CH2:31][CH2:32][CH2:33][C:34](=[O:35])[OH:36])=[O:37])[cH:25][c:26]2[cH:27][cH:28]1. Product: FC=1C=C2C=CN(C2=CC1)CC(CN1CCC(CC1)C1=CNC2=CC=CC=C12)O (1-(5-Fluoro-indol-1-yl)-3-[4-(1H-indol-3-yl)-piperidin-1-yl]-propan-2-ol). Procedure details: A methanolic solution of 1-N-glycidyl-5-fluoroindole (0.52 g, 3.0 mmole) from example 1 and 3-(4-piperidinyl)indole (0.6 g, 3.0 mmole) was refluxed under nitrogen for 15 hours. The reaction mixture was concentrated in vacuo and the product purified by flash silica gel chromatography (ethyl acetate) to afford the titled compound as an oil (0.599 g, 50% yield). Treatment with a 0.25 M ethanolic solution of fumaric acid (0.5 equivalents) gave the required product as a white solid. The product was r... As a reaction SMILES: [CH2:1]([N:5]1[C:13]2[C:8](=[CH:9][C:10]([F:14])=[CH:11][CH:12]=2)[CH:7]=[CH:6]1)[CH:2]1[O:4][CH2:3]1.[NH:15]1[CH2:20][CH2:19][CH:18]([C:21]2[C:29]3[C:24](=[CH:25][CH:26]=[CH:27][CH:28]=3)[NH:23][CH:22]=2)[CH2:17][CH2:16]1>>[F:14][C:10]1[CH:9]=[C:8]2[C:13](=[CH:12][CH:11]=1)[N:5]([CH2:1][CH:2]([OH:4])[CH2:3][N:15]1[CH2:20][CH2:19][CH:18]([C:21]3[C:29]4[C:24](=[CH:25][CH:26]=[CH:27][CH:28]=4)[NH:23][CH:22]=3)[CH2:17][CH2:16]1)[CH:6]=[CH:7]2. The reactants are C(C1CO1)N1C=CC2=CC(=CC=C12)F (1-N-Glycidyl-5-fluoro-indole), N1CCC(CC1)C1=CNC2=CC=CC=C12 (3-(4-piperidinyl)indole). Isolated yield 51.0%. Reactants: OC(CNC(C1=CC=C(C=C1)S(NC1=C(C=C(C=C1F)F)F)(=O)=O)=O)C1OC(OC1)(C)C (4-[N-(2,4,6-trifluorophenyl)sulfamoyl]- benzoic acid-[2-hydroxy-2-(2,2-dimethyl-1,3-dioxolan-4-yl)-ethylamide]), Cl (hydrochloric acid). Run in C(C)O (ethanol), O (water). Run at temperature 60 celsius, time 4 hour. The product is OC(CNC(C1=CC=C(C=C1)S(NC1=C(C=C(C=C1F)F)F)(=O)=O)=O)C(CO)O (4-[N-(2,4,6-Trifluorophenyl)sulfamoyl]-benzoic acid-(2,3,4-trihydroxy-butyl)amide). As a reaction SMILES: [OH:1][CH:2]([CH:26]1[CH2:30][O:29]C(C)(C)[O:27]1)[CH2:3][NH:4][C:5](=[O:25])[C:6]1[CH:11]=[CH:10][C:9]([S:12](=[O:24])(=[O:23])[NH:13][C:14]2[C:19]([F:20])=[CH:18][C:17]([F:21])=[CH:16][C:15]=2[F:22])=[CH:8][CH:7]=1.Cl>C(O)C.O>[OH:1][CH:2]([CH:26]([OH:27])[CH2:30][OH:29])[CH2:3][NH:4][C:5](=[O:25])[C:6]1[CH:7]=[CH:8][C:9]([S:12](=[O:23])(=[O:24])[NH:13][C:14]2[C:19]([F:20])=[CH:18][C:17]([F:21])=[CH:16][C:15]=2[F:22])=[CH:10][CH:11]=1. Reported procedure: 4.74 g (10 mmol) of 4-[N-(2,4,6-trifluorophenyl)sulfamoyl]- benzoic acid-[2-hydroxy-2-(2,2-dimethyl-1,3-dioxolan-4-yl)-ethylamide] is dissolved in a mixture of 50 ml of ethanol and 20 ml of water and the solution is acidified to pH 1 with dilute hydrochloric acid. It is stirred at this pH for 4 hours at 60° C. The solution is then adjusted to pH 6.3 with anion exchanger Amberlite IRA 67, filtered and evaporated to dryness in a vacuum. The solid amorphous residue is dried in a vacuum at 50° C. 3.... Reactants: C(C)OC(\C(\C=1SC(=CC1)OCCOC1=CC2=CC=CC=C2C=C1)=N/OCC)=O ((E)-alpha-(ethoxyimino)-5-[2-(2-naphthalenyloxy) ethoxy]-2-thiopheneacetic acid ethyl ester), [OH-].[Na+] (sodium hydroxide). Solvent: CO (methanol), O1CCCC1 (tetrahydrofuran). Conditions: temperature 55 celsius. Product: C(C)O\N=C(/C(=O)O)\C=1SC(=CC1)OCCOC1=CC2=CC=CC=C2C=C1 ((E)-alpha-(ethoxyimino)-5-[2-(2-naphthalenyloxy)ethoxy]-2-thiopheneacetic acid). Isolated yield 50.8%. Reaction SMILES: C([O:3][C:4](=[O:29])/[C:5](=[N:25]\[O:26][CH2:27][CH3:28])/[C:6]1[S:7][C:8]([O:11][CH2:12][CH2:13][O:14][C:15]2[CH:24]=[CH:23][C:22]3[C:17](=[CH:18][CH:19]=[CH:20][CH:21]=3)[CH:16]=2)=[CH:9][CH:10]=1)C.[OH-].[Na+]>CO.O1CCCC1>[CH2:27]([O:26]/[N:25]=[C:5](/[C:6]1[S:7][C:8]([O:11][CH2:12][CH2:13][O:14][C:15]2[CH:24]=[CH:23][C:22]3[C:17](=[CH:18][CH:19]=[CH:20][CH:21]=3)[CH:16]=2)=[CH:9][CH:10]=1)\[C:4]([OH:29])=[O:3])[CH3:28] |f:1.2|. Procedure details: As in Example 306, a solution of (E)-alpha-(ethoxyimino)-5-[2-(2-naphthalenyloxy) ethoxy]-2-thiopheneacetic acid ethyl ester (0.131 g) in methanol (2 mL) and tetrahydrofuran (2 mL) was treated with 4N sodium hydroxide (0.5 mL) and the stirred mixture was heated at 55° C. for 45 minutes. After the usual work up, the isolated product was crystallized from ethyl acetate-hexane to afford 0.062 g of (E)-alpha-(ethoxyimino)-5-[2-(2-naphthalenyloxy)ethoxy]-2-thiopheneacetic acid, mp 17°-108° C. (dec.).